From a dataset of the Open Reaction Database (ORD), a public repository of structured organic reaction records. describe an organic reaction: reactants, conditions, products, and yield Starting materials: C([O-])(O)=O.[Na+] (sodium bicarbonate), S(=S)(=O)([O-])[O-].[Na+].[Na+] (sodium thiosulfate), CN1C=C(C2=C1N=CN(C2=O)CC(F)(F)F)C=2C=NC=CC2 (7-methyl-5-(pyridin-3-yl)-3-(2,2,2-trifluoroethyl)-3H-pyrrolo[2,3-d]pyrimidin-4(7H)-one), BrBr (Bromine). Run in O (water), CN(C)C=O (DMF). Run at temperature 0 celsius, time 30 minute. Product: BrC1=C(C2=C(N=CN(C2=O)CC(F)(F)F)N1C)C=1C=NC=CC1 (6-Bromo-7-methyl-5-(pyridin-3-yl)-3-(2,2,2-trifluoroethyl)-3H-pyrrolo[2,3-d]pyrimidin-4(7H)-one). Isolated yield 37.0%. RXN SMILES: [CH3:1][N:2]1[C:6]2[N:7]=[CH:8][N:9]([CH2:12][C:13]([F:16])([F:15])[F:14])[C:10](=[O:11])[C:5]=2[C:4]([C:17]2[CH:18]=[N:19][CH:20]=[CH:21][CH:22]=2)=[CH:3]1.[Br:23]Br.C(=O)(O)[O-].[Na+].S([O-])([O-])(=O)=S.[Na+].[Na+]>CN(C=O)C.O>[Br:23][C:3]1[N:2]([CH3:1])[C:6]2[N:7]=[CH:8][N:9]([CH2:12][C:13]([F:15])([F:16])[F:14])[C:10](=[O:11])[C:5]=2[C:4]=1[C:17]1[CH:18]=[N:19][CH:20]=[CH:21][CH:22]=1 |f:2.3,4.5.6|. Procedure: 7-methyl-5-(pyridin-3-yl)-3-(2,2,2-trifluoroethyl)-3H-pyrrolo[2,3-d]pyrimidin-4(7H)-one (0.28 g, 0.908 mmol) was dissolved in DMF (8 ml). The solution was cooled down to 0° C. Bromine (0.056 ml, 1.09 mmol) was added in dropwise. After 30 min, the reaction mixture was diluted with a aqueous mixture (3:1:4 water, saturated sodium bicarbonate solution and 20% w/w sodium thiosulfate solution, 80 ml) and extracted with ethyl acetate (3×50 ml). The combined organic phase was washed with water (4×60 ml... Starting materials: C(C1=CC=CC=C1)OC(=O)NC(C(C(=O)OC)O)C1=CC=CC=C1 ((±)-(2RS,3SR)-Methyl 3-(benzyloxycarbonylamino)-2-hydroxy-3-phenylpropanoate), C(C1=CC=CC=C1)OC(=O)NC(C(=O)OC)C(C1=CC=CC=C1)O ((±)-(2RS,3SR)-Methyl 2-(benzyloxycarbonylamino)-3-hydroxy-3-phenylpropanoate). The product is C(C1=CC=CC=C1)OC(=O)N[C@@H]([C@@H](C(=O)OC)O)C1=CC=CC=C1 ((+)-(2S,3R)-methyl 3-(benzyloxycarbonylamino)-2-hydroxy-3-phenylpropanoate). As a reaction SMILES: [CH2:1]([O:8][C:9]([NH:11][CH:12]([C:19]1[CH:24]=[CH:23][CH:22]=[CH:21][CH:20]=1)[CH:13]([OH:18])[C:14]([O:16][CH3:17])=[O:15])=[O:10])[C:2]1[CH:7]=[CH:6][CH:5]=[CH:4][CH:3]=1.C(OC(NC(C(O)C1C=CC=CC=1)C(OC)=O)=O)C1C=CC=CC=1>>[CH2:1]([O:8][C:9]([NH:11][C@H:12]([C:19]1[CH:20]=[CH:21][CH:22]=[CH:23][CH:24]=1)[C@H:13]([OH:18])[C:14]([O:16][CH3:17])=[O:15])=[O:10])[C:2]1[CH:7]=[CH:6][CH:5]=[CH:4][CH:3]=1. Procedure: (±)-(2RS,3SR)-Methyl 3-(benzyloxycarbonylamino)-2-hydroxy-3-phenylpropanoate ((±)-22a) and (±)-(2RS,3SR)-Methyl 2-(benzyloxycarbonylamino)-3-hydroxy-3-phenylpropanoate ((±)-22b). The reactants are CS(=O)(=O)Cl (MsCl), NC1=CC=C(OCC(CN2CC3CN(CC(C2)C3)C(=O)OC(C)(C)C)O)C=C1 (tert-Butyl 7-[3-(4-aminophenoxy)-2-hydroxypropyl]-3,7-diazabicyclo-[3.3.1]nonane-3-carboxylate). Solvent: N1=CC=CC=C1 (pyridine). Conditions: time 2.5 hour. Product: OC(CN1CC2CN(CC(C1)C2)C(=O)OC(C)(C)C)COC2=CC=C(C=C2)NS(=O)(=O)C (tert-Butyl 7-{2-hydroxy-3-[4-(methylsulfonamido)phenoxy]propyl}-3,7-diazabicyclo[3.3.1]nonane-3-carboxylate). The yield is 87.0%. As a reaction SMILES: [CH3:1][S:2](Cl)(=[O:4])=[O:3].[NH2:6][C:7]1[CH:33]=[CH:32][C:10]([O:11][CH2:12][CH:13]([OH:31])[CH2:14][N:15]2[CH2:22][CH:21]3[CH2:23][CH:17]([CH2:18][N:19]([C:24]([O:26][C:27]([CH3:30])([CH3:29])[CH3:28])=[O:25])[CH2:20]3)[CH2:16]2)=[CH:9][CH:8]=1>N1C=CC=CC=1>[OH:31][CH:13]([CH2:12][O:11][C:10]1[CH:32]=[CH:33][C:7]([NH:6][S:2]([CH3:1])(=[O:4])=[O:3])=[CH:8][CH:9]=1)[CH2:14][N:15]1[CH2:22][CH:21]2[CH2:23][CH:17]([CH2:18][N:19]([C:24]([O:26][C:27]([CH3:29])([CH3:28])[CH3:30])=[O:25])[CH2:20]2)[CH2:16]1. Reported procedure: MsCl (0.50 g; 4.40 mmol) was added to a stirred solution of tert-butyl 7-[3-(4-aminophenoxy)-2-hydroxypropyl]-3,7-diazabicyclo[3.3.1]nonane-3-carboxylate (1.68 g; 4.29 mmol; see Example 13 above) in pyridine (20 mL). The reaction mixture was stirred for 2.5 h and subsequently concentrated. The residue was partitioned between DCM and NaHCO3 (sat.), the organic layer separated, dried and concentrated. Purification using column chromatography (gradient 0 to 10% MeOH in DCM) gave the title compound ... The reactants are C1CCOC1, C[Si](C)(C)Cl, CN([SiH](C)C)[Si](C)(C)C, CC(O)Cc1c[nH]c2ccc(F)cc12. Product: CC(Cc1c[nH]c2ccc(F)cc12)O[Si](C)(C)C. RXN SMILES: [CH2:29]1[O:30][CH2:31][CH2:32][CH2:33]1.[CH3:15][Si:16]([Cl:17])([CH3:18])[CH3:19].[CH3:20][SiH:21]([CH3:22])[N:23]([CH3:24])[Si:25]([CH3:26])([CH3:27])[CH3:28].[F:1][c:2]1[cH:3][c:4]2[c:5]([CH2:11][CH:12]([CH3:13])[OH:14])[cH:6][nH:7][c:8]2[cH:9][cH:10]1>>[F:1][c:2]1[cH:3][c:4]2[c:5]([CH2:11][CH:12]([CH3:13])[O:14][Si:16]([CH3:15])([CH3:18])[CH3:19])[cH:6][nH:7][c:8]2[cH:9][cH:10]1. Starting materials: C(C)(C)(C)NNC(C1=CC=CC=C1)=O (N'-t-butyl-N-benzoylhydrazine), Cl.C(C1=CC=NC=C1)(=O)Cl (Isonicotinoyl chloride hydrochloride), [OH-].[Na+] (sodium hydroxide). Run in C1(=CC=CC=C1)C (toluene), O (water). Reaction conditions: temperature 23 celsius, time 2 hour. The product is C(C)(C)(C)N(NC(C1=CC=CC=C1)=O)C(C1=CC=NC=C1)=O (N'-t-butyl-N-benzoyl-N'-isonicotinoylhydrazine). Reaction SMILES: [C:1]([NH:5][NH:6][C:7](=[O:14])[C:8]1[CH:13]=[CH:12][CH:11]=[CH:10][CH:9]=1)([CH3:4])([CH3:3])[CH3:2].Cl.[C:16](Cl)(=[O:23])[C:17]1[CH:22]=[CH:21][N:20]=[CH:19][CH:18]=1.[OH-].[Na+]>C1(C)C=CC=CC=1.O>[C:1]([N:5]([C:16](=[O:23])[C:17]1[CH:22]=[CH:21][N:20]=[CH:19][CH:18]=1)[NH:6][C:7](=[O:14])[C:8]1[CH:9]=[CH:10][CH:11]=[CH:12][CH:13]=1)([CH3:4])([CH3:2])[CH3:3] |f:1.2,3.4|. Procedure: N'-t-butyl-N-benzoylhydrazine (1.0 g, 0.0052 mol) was suspended in 20 ml of toluene. Isonicotinoyl chloride hydrochloride (0.93 g, 0.0052 mol) was added and then a solution of sodium hydroxide (1.25 g of 50% aqueous NaOH) in 5 ml of water was added dropwise. After stirring at 23° C. for 2 hours, the solids were removed by filtration, washed with water and dried in air. The crude product was chromatographed on silica gel using 5% methanol/methylene chloride as eluant to afford pure N'-t-butyl-N-b... Yields the product Cl.C1CC2=CC=CC3=C2N1C1=C(N=C3)C=CC=C1 (1,2-dihydroindolo[1,7-ab][1,5]benzodiazepine hydrochloride). Conditions: time 18 hour. Reactants: C(=O)NC1=C(C=CC=C1)N1CCC2=CC=CC=C12 (1-(2-formamidophenyl)indoline), P(=O)(Cl)(Cl)Cl (phosphorus oxychloride). Procedure: A mixture of 14.0 g of 1-(2-formamidophenyl)indoline and 50 ml of fresh phosphorus oxychloride are stirred and heated under N2. The mixture is refluxed 4.0 hours, then left at room temperature 18 hours. Excess POCl3 is then removed, leaving a solid which is triturated and boiled with absolute ethanol. The mixture is stirred 1 hour to homogenize the fine solid, then filtered, washed with ethanol, and dried to afford 1,2-dihydroindolo[1,7-ab][1,5]benzodiazepine hydrochloride, m.p. 228°-230° C. dec... Reaction SMILES: [CH:1]([NH:3][C:4]1[CH:9]=[CH:8][CH:7]=[CH:6][C:5]=1[N:10]1[C:18]2[C:13](=[CH:14][CH:15]=[CH:16][CH:17]=2)[CH2:12][CH2:11]1)=O.P(Cl)(Cl)([Cl:21])=O>>[ClH:21].[CH2:11]1[N:10]2[C:5]3[CH:6]=[CH:7][CH:8]=[CH:9][C:4]=3[N:3]=[CH:1][C:17]3=[C:18]2[C:13](=[CH:14][CH:15]=[CH:16]3)[CH2:12]1 |f:2.3|. The product is Cl.NCC(C(C)(C)C1=CC(=C(C=C1)F)OC)=O (1-amino-3-(4-fluoro-3-methoxyphenyl)-3-methylbutan-2-one hydrochloride). Isolated yield 55.4%. Reactants: N(=[N+]=[N-])CC(C(C)(C)C1=CC(=C(C=C1)F)OC)=O (1-azido-3-(4-fluoro-3-methoxyphenyl)-3-methylbutan-2-one), Cl (HCl). The reagents and catalysts are [Pd] (Pd/C). Reaction SMILES: [N:1]([CH2:4][C:5](=[O:18])[C:6]([C:9]1[CH:14]=[CH:13][C:12]([F:15])=[C:11]([O:16][CH3:17])[CH:10]=1)([CH3:8])[CH3:7])=[N+]=[N-].[ClH:19]>CO.[Pd]>[ClH:19].[NH2:1][CH2:4][C:5](=[O:18])[C:6]([C:9]1[CH:14]=[CH:13][C:12]([F:15])=[C:11]([O:16][CH3:17])[CH:10]=1)([CH3:8])[CH3:7] |f:4.5|. Run in CO (MeOH). Reaction conditions: time 8 hour. Reported procedure: A pressure bottle was charged with a solution of 1-azido-3-(4-fluoro-3-methoxyphenyl)-3-methylbutan-2-one (99.5 g, 0.396 mol) in MeOH (1.0 L), 50% wet 10% Pd/C (25 g, 25% w/w.) and conc HCl (105 mL, 1.19 mol). The bottle was purged with hydrogen gas (40 psi×2), pressurized with hydrogen (45 psi) and agitated overnight. The reaction mixture was filtered through a Celite™ pad. The filtrate was evaporated to give a residue, which was triturated with Et2O to give 1-amino-3-(4-fluoro-3-methoxyphenyl)...